From a dataset of the Open Reaction Database (ORD), a public repository of structured organic reaction records. describe an organic reaction: reactants, conditions, products, and yield Reactants: C1(CC1)N (cyclopropylamine), S1C(=S)NC(=O)C1 (rhodanine), CCN(C(C)C)C(C)C (DIEA). Yields the product C1(CC1)NC=1SCC(N1)=O (2-cyclopropylamino-thiazol-4-one). RXN SMILES: [CH:1]1([NH2:4])[CH2:3][CH2:2]1.[S:5]1[CH2:11][C:9](=[O:10])[NH:8][C:6]1=S.CCN(C(C)C)C(C)C>>[CH:1]1([NH:4][C:6]2[S:5][CH2:11][C:9](=[O:10])[N:8]=2)[CH2:3][CH2:2]1. Reported procedure: Similar procedure as described in example 1f was used, starting cyclopropylamine, rhodanine (2-thioxo-thiazolin-4-one) and DIEA to give 2-cyclopropylamino-thiazol-4-one. LC-MS m/e 157 (MH+). The reactants are C(C)(C)(C)N=NC(C)(C1=CC=CC=C1)Cl (1-t-butylazo-1-chloro-1-phenylethane), [S-]C#N.[Na+] (sodium thiocyanate), O (water). The solvent is C(C)(C)O (isopropanol). Run at time 90 minute. Product: C(C)(C)(C)N=NC(C)(C1=CC=CC=C1)N=C=S (1-t-Butylazo-1-isothiocyanato-1-phenylethane). Reaction SMILES: [S-:1][C:2]#[N:3].[Na+].[C:5]([N:9]=[N:10][C:11](Cl)([C:13]1[CH:18]=[CH:17][CH:16]=[CH:15][CH:14]=1)[CH3:12])([CH3:8])([CH3:7])[CH3:6].O>C(O)(C)C>[C:5]([N:9]=[N:10][C:11]([N:3]=[C:2]=[S:1])([C:13]1[CH:14]=[CH:15][CH:16]=[CH:17][CH:18]=1)[CH3:12])([CH3:6])([CH3:7])[CH3:8] |f:0.1|. Procedure: To a stirred solution of 26.0 grams (0.32 moles) of sodium thiocyanate in 150 ml of 75% aqueous isopropanol cooled to 5° C. in a 500 ml erlenmeyer flask was added 71.4 grams (0.32 moles) of 1-t-butylazo-1-chloro-1-phenylethane over 3 minutes holding the temperature at 5°-10° C. with an ice bath. The reaction mixture was stirred for 90 minutes at room temperature, poured into 300 ml water and the product extracted with 100 ml of pentane. The pentane extract was washed twice with 100 ml water, onc... Starting materials: CCCCN(C(=O)OC(C)(C)C)C(=O)C(C)CC(O)C(N)CC(Cc1ccc(OC)c(OCC#N)c1)C(C)C, ClCCl, ClCCl, O=C(O)C(F)(F)F. Yields the product CCCCNC(=O)C(C)CC(O)C(N)CC(Cc1ccc(OC)c(OCC#N)c1)C(C)C. Reaction SMILES: [CH2:11]([CH2:12][CH2:13][CH3:14])[N:15]([C:16]([CH:17]([CH2:18][CH:19]([CH:20]([CH2:21][CH:22]([CH2:23][c:24]1[cH:25][c:26]([O:32][CH2:33][C:34]#[N:35])[c:27]([O:30][CH3:31])[cH:28][cH:29]1)[CH:36]([CH3:37])[CH3:38])[NH2:39])[OH:40])[CH3:41])=[O:42])[C:43]([O:44][C:45]([CH3:46])([CH3:47])[CH3:48])=[O:49].[Cl:1][CH2:2][Cl:3].[Cl:50][CH2:51][Cl:52].[F:4][C:5]([F:6])([F:7])[C:8]([OH:9])=[O:10]>>[CH2:11]([CH2:12][CH2:13][CH3:14])[NH:15][C:16]([CH:17]([CH2:18][CH:19]([CH:20]([CH2:21][CH:22]([CH2:23][c:24]1[cH:25][c:26]([O:32][CH2:33][C:34]#[N:35])[c:27]([O:30][CH3:31])[cH:28][cH:29]1)[CH:36]([CH3:37])[CH3:38])[NH2:39])[OH:40])[CH3:41])=[O:42]. The reactants are ClC1=CC(N(S1)CCC1=CC=CC=C1)=O (5-chloro-2-phenethyl-4-isothiazolin-3-one), [C-]#N.[Na+] (sodium cyanide). The reagents and catalysts are [Br-].C(CCC)[N+](CCCC)(CCCC)CCCC (tetrabutyl ammonium bromide). Solvent: C(Cl)(Cl)Cl (CHCl3), O (water). Product: C(#N)C1=CC(N(S1)CCC1=CC=CC=C1)=O (5-Cyano-2-phenethyl-4-isothiazolin-3-one). Reaction SMILES: Cl[C:2]1[S:6][N:5]([CH2:7][CH2:8][C:9]2[CH:14]=[CH:13][CH:12]=[CH:11][CH:10]=2)[C:4](=[O:15])[CH:3]=1.[C-:16]#[N:17].[Na+]>C(Cl)(Cl)Cl.O.[Br-].C([N+](CCCC)(CCCC)CCCC)CCC>[C:16]([C:2]1[S:6][N:5]([CH2:7][CH2:8][C:9]2[CH:14]=[CH:13][CH:12]=[CH:11][CH:10]=2)[C:4](=[O:15])[CH:3]=1)#[N:17] |f:1.2,5.6|. Reported procedure: A mixture of 4.8 g. (0.02 mole) of 5-chloro-2-phenethyl-4-isothiazolin-3-one in 25 ml of CHCl3, 1.0 g. (0.02 mole) of sodium cyanide in 5 ml of water and 0.015 g of tetrabutyl ammonium bromide was heated under reflux for 1 hour, while stirring. The mixture was then washed with water, dried, and concentrated to give a gummy brown residue, which was recrystallized from 300 ml of ethanol to give 0.15 g. of the named product, mp 228°-230 (softened at 210°). Starting materials: COC1=C(C=CC=C1OC1=C(C=CC=C1)C)CCC(=O)O (3-[2-methoxy-3-(o-tolyloxy)phenyl]propionic acid), I (hydriodic acid). Run in C(C)(=O)OC(C)=O (acetic anhydride). Product: C1(=C(C=CC=C1)OC=1C=CC=C2CCC(OC12)=O)C (8-(o-tolyloxy)chroman-2-one). Isolated yield 85.6%. Reaction SMILES: CO[C:3]1[C:8]([O:9][C:10]2[CH:15]=[CH:14][CH:13]=[CH:12][C:11]=2[CH3:16])=[CH:7][CH:6]=[CH:5][C:4]=1[CH2:17][CH2:18][C:19]([OH:21])=[O:20].I>C(OC(=O)C)(=O)C>[C:11]1([CH3:16])[CH:12]=[CH:13][CH:14]=[CH:15][C:10]=1[O:9][C:8]1[CH:7]=[CH:6][CH:5]=[C:4]2[C:3]=1[O:21][C:19](=[O:20])[CH2:18][CH2:17]2. Procedure details: A solution of 3-[2-methoxy-3-(o-tolyloxy)phenyl]propionic acid (15 g) in acetic anhydride (40 ml) was added dropwise to 48% hydriodic acid (80 ml) with stirring under ice-cooling in 5 minutes, and after removing methyl iodide, the mixture was refluxed under heating for 20 minutes. After cooling, the reaction mixture was evaporated, and water was added to the residue and extracted with diethyl ether. The extract was washed with water, dried over magnesium sulfate and evaporated. The residue was a... The reactants are CC(C)OC1=C(C=CC=C1)N1CCN(CC1)CC=1C=C(CN)C=CC1 (3-[[1-[2-(1-methylethoxy)phenyl]-4-piperazinyl]methyl]benzyl amine), CC1CC(=O)OC(C1)=O (3-methylglutaric anhydride). The solvent is C1CCOC1 (THF). Run at temperature 100 celsius. The product is CC1CC(N(C(C1)=O)CC1=CC(=CC=C1)CN1CCN(CC1)C1=C(C=CC=C1)OC(C)C)=O (4-methyl-1-[[3-[[1-[2-(1-methylethoxy)phenyl]-4-piperazinyl]methyl]phenyl]methyl]piperidine-2,6-dione). Reaction SMILES: [CH3:1][CH:2]([O:4][C:5]1[CH:10]=[CH:9][CH:8]=[CH:7][C:6]=1[N:11]1[CH2:16][CH2:15][N:14]([CH2:17][C:18]2[CH:19]=[C:20]([CH:23]=[CH:24][CH:25]=2)[CH2:21][NH2:22])[CH2:13][CH2:12]1)[CH3:3].[CH3:26][CH:27]1[CH2:33][C:32](=O)[O:31][C:29](=[O:30])[CH2:28]1>C1COCC1>[CH3:26][CH:27]1[CH2:28][C:29](=[O:30])[N:22]([CH2:21][C:20]2[CH:23]=[CH:24][CH:25]=[C:18]([CH2:17][N:14]3[CH2:15][CH2:16][N:11]([C:6]4[CH:7]=[CH:8][CH:9]=[CH:10][C:5]=4[O:4][CH:2]([CH3:1])[CH3:3])[CH2:12][CH2:13]3)[CH:19]=2)[C:32](=[O:31])[CH2:33]1. Procedure details: A solution of 3-[[1-[2-(1-methylethoxy)phenyl]-4-piperazinyl]methyl]benzyl amine (2.32 g, 6.84 mmol; prepared as described in Example 7), 3-methylglutaric anhydride (0.88 g, 6.84 mmol), and THF (20 mL) was stirred at room temperature for 3 h and then concentrated to an oily residue. This material was dissolved in acetic anhydride (25 mL), heated at 100° C. for 4 h, cooled, and added slowly to saturated aqueous NaHCO3. Extraction with CH2Cl2, separation of the organic layer, drying, filtration an... The reactants are COC1=C(C(=CC(=C1)OC)OC)NC(=O)C(C(=O)O)C1=CC=CC=C1 (α-[[(2,4,6-trimethoxyphenyl)amino]carbonyl]-benzene acetic acid), C(=O)(N1C=NC=C1)N1C=NC=C1 (1,1'-carbonyldiimidazole), C(CCCCCCCCCCCC)(=O)NN (tridecanoic acid hydrazide). The solvent is C1CCOC1 (THF). Conditions: time 17 hour. Yields the product O=C(C(C1=CC=CC=C1)C(C(=O)NN)CCCCCCCCCCC)NC1=C(C=C(C=C1OC)OC)OC (2-[2-oxo-1-phenyl-2-[(2,4,6-trimethoxyphenyl)amino]ethyl]tridecanoic acid hydrazide). As a reaction SMILES: [CH3:1][O:2][C:3]1[CH:8]=[C:7]([O:9][CH3:10])[CH:6]=[C:5]([O:11][CH3:12])[C:4]=1[NH:13][C:14]([CH:16]([C:20]1[CH:25]=[CH:24][CH:23]=[CH:22][CH:21]=1)C(O)=O)=[O:15].C(N1C=CN=C1)(N1C=CN=C1)=O.[C:38]([NH:52][NH2:53])(=[O:51])[CH2:39][CH2:40][CH2:41][CH2:42][CH2:43][CH2:44][CH2:45][CH2:46][CH2:47][CH2:48][CH2:49][CH3:50]>C1COCC1>[O:15]=[C:14]([NH:13][C:4]1[C:5]([O:11][CH3:12])=[CH:6][C:7]([O:9][CH3:10])=[CH:8][C:3]=1[O:2][CH3:1])[CH:16]([CH:39]([CH2:40][CH2:41][CH2:42][CH2:43][CH2:44][CH2:45][CH2:46][CH2:47][CH2:48][CH2:49][CH3:50])[C:38]([NH:52][NH2:53])=[O:51])[C:20]1[CH:21]=[CH:22][CH:23]=[CH:24][CH:25]=1. Reported procedure: A solution of α-[[(2,4,6-trimethoxyphenyl)amino]carbonyl]-benzene acetic acid (46.73 g, 0.1353 mol), and 1,1'-carbonyldiimidazole (24.7 g, 0.152 mol) in dry THF (1.0 L) was stirred at room temperature under nitrogen for 2 hours. A white solid precipitated. To the suspension was added tridecanoic acid hydrazide (30.90 g, 0.1353 mol), and the mixture was stirred at room temperature for 17 hours, then at 40° C. for 21 hours. The mixture was chilled (+5° C.) and filtered. The filtercake was washed (... Reactants: C1(=CC=CC=C1)NC1=CC=CC=C1 (diphenylamine), CC=1C=C(C=CC1I)C1=CC(=C(C=C1)I)C (3,3'-dimethyl-4,4'-diiodobiphenyl), C([O-])([O-])=O.[K+].[K+] (potassium carbonate). Reagents/catalysts: [Cu] (copper). Solvent: [N+](=O)([O-])C1=CC=CC=C1 (nitrobenzene). The product is CC=1C=C(C=CC1N(C1=CC=CC=C1)C1=CC=CC=C1)C1=CC(=C(C=C1)I)C (N-(3,3'-dimethyl-4'-iodo-4-biphenylyl)-N,N-diphenylamine). Yield: 57.1%. Reaction SMILES: [C:1]1([NH:7][C:8]2[CH:13]=[CH:12][CH:11]=[CH:10][CH:9]=2)[CH:6]=[CH:5][CH:4]=[CH:3][CH:2]=1.[CH3:14][C:15]1[CH:16]=[C:17]([C:22]2[CH:27]=[CH:26][C:25](I)=[C:24]([CH3:29])[CH:23]=2)[CH:18]=[CH:19][C:20]=1[I:21].C(=O)([O-])[O-].[K+].[K+]>[Cu].[N+](C1C=CC=CC=1)([O-])=O>[CH3:29][C:24]1[CH:23]=[C:22]([C:17]2[CH:18]=[CH:19][C:20]([I:21])=[C:15]([CH3:14])[CH:16]=2)[CH:27]=[CH:26][C:25]=1[N:7]([C:8]1[CH:9]=[CH:10][CH:11]=[CH:12][CH:13]=1)[C:1]1[CH:6]=[CH:5][CH:4]=[CH:3][CH:2]=1 |f:2.3.4|. Procedure: 20.3 g (0.12 mol) of diphenylamine, 65.1 g (0.15 mol) of 3,3'-dimethyl-4,4'-diiodobiphenyl, 19.3 g (0.14 mol) of anhydrous potassium carbonate, 1.52 g (0.024 mol) of copper powder, and 20 ml of nitrobenzene were mixed. The reaction mixture was then allowed to undergo reaction at a temperature of 190° C. to 205° C. for 21 hours. The reaction product was then extracted with 200 ml of toluene. The insoluble contents were removed by filtration. The filtrate was then concentrated to dryness. The conc... The reactants are O=C([O-])[O-], CC(C)(C)C(Br)C(=O)[O-], CCCCc1nc(-c2ccc(C(F)(F)F)cc2)sc1Cn1ccc2cc(O)cnc21, CCOC(C)=O, CN(C)C=O, [Cs+], [Cs+]. Yields the product CCCCc1nc(-c2ccc(C(F)(F)F)cc2)sc1Cn1ccc2cc(OCC(=O)O)cnc21. As a reaction SMILES: [C:31](=[O:32])([O-:33])[O-:34].[C:37]([CH3:39])([CH3:40])([CH:41]([Br:38])[C:42](=[O:43])[O-:44])[CH3:45].[CH2:1]([CH2:2][CH2:3][CH3:4])[c:5]1[n:6][c:7](-[c:21]2[cH:22][cH:23][c:24]([C:27]([F:28])([F:29])[F:30])[cH:25][cH:26]2)[s:8][c:9]1[CH2:10][n:11]1[cH:12][cH:13][c:14]2[c:15]1[n:16][cH:17][c:18]([OH:20])[cH:19]2.[CH3:46][CH2:47][O:48][C:49](=[O:50])[CH3:51].[CH3:52][N:53]([CH3:54])[CH:55]=[O:56].[Cs+:35].[Cs+:36]>>[CH2:1]([CH2:2][CH2:3][CH3:4])[c:5]1[n:6][c:7](-[c:21]2[cH:22][cH:23][c:24]([C:27]([F:28])([F:29])[F:30])[cH:25][cH:26]2)[s:8][c:9]1[CH2:10][n:11]1[cH:12][cH:13][c:14]2[c:15]1[n:16][cH:17][c:18]([O:20][CH2:41][C:42](=[O:43])[OH:44])[cH:19]2.